Dataset: the Open Reaction Database (ORD), a public repository of structured organic reaction records. Task: describe an organic reaction: reactants, conditions, products, and yield Yield: 74.0%. Product: CC12CCC(C3(OC4=C(C31C)C=C(C=C4)C=O)C)C2 (1,2,3,4-Tetrahydro-1,4a,9b-trimethyl-1,4methanodibenzofuran-8-carbaldehyde). Reactants: BrC=1C=CC2=C(C3(C(O2)(C2CCC3(C2)C)C)C)C1 (8-bromo-1,2,3,4-tetrahydro-1,4a,9b-trimethyl-1,4-methanodibenzofuran), [Mg] (magnesium), II (iodine), O1CCCC1 (tetrahydrofuran). Procedure details: 13.76 g (44.8 mmol) of 8-bromo-THTMDBF obtained in Example 2 were added dropwise into a three-necked flask under nitrogen containing 1.31 g of magnesium and an iodine crystal in 5 ml of tetrahydrofuran, and the mixture was maintained under reflux for 2 h, 30 min. After the magnesium was filtered off, the reaction medium was poured into ice-cold water, acidified to pH 1 with concentrated hydrochloric acid and extracted with ether. The organic phase was washed with water, dried over magnesium sulf... Reaction SMILES: Br[C:2]1[CH:3]=[CH:4][C:5]2[O:9][C:8]3([CH3:16])[CH:10]4[CH2:14][C:13]([CH3:15])([C:7]3([CH3:17])[C:6]=2[CH:18]=1)[CH2:12][CH2:11]4.[Mg].II.[O:22]1CCC[CH2:23]1>>[CH3:15][C:13]12[CH2:14][CH:10]([C:8]3([CH3:16])[C:7]1([CH3:17])[C:6]1[CH:18]=[C:2]([CH:23]=[O:22])[CH:3]=[CH:4][C:5]=1[O:9]3)[CH2:11][CH2:12]2. The reactants are CN1CCNCC1 (1-Methyl piperazine), ClCCCl (1,2-dichloroethane), ClC=1C=2N(C=CN1)C(=NC2I)C2CC(C2)=O (3-(8-chloro-1-iodo-imidazo[1,5-a]pyrazin-3-yl)-cyclobutanone), C(C)(=O)O[BH-](OC(C)=O)OC(C)=O.[Na+] (sodium triacetoxyborohydride). Conditions: time 3 hour. Yields the product ClC=1C=2N(C=CN1)C(=NC2I)C2CC(C2)N2CCN(CC2)C (8-Chloro-1-iodo-3-[3-(4-methyl-piperazin-1-yl)-cyclobutyl]-imidazo[1,5-a]pyrazine). RXN SMILES: [CH3:1][N:2]1[CH2:7][CH2:6][NH:5][CH2:4][CH2:3]1.ClCCCl.[Cl:12][C:13]1[C:14]2[N:15]([C:19]([CH:23]3[CH2:26][C:25](=O)[CH2:24]3)=[N:20][C:21]=2[I:22])[CH:16]=[CH:17][N:18]=1.C(O[BH-](OC(=O)C)OC(=O)C)(=O)C.[Na+]>>[Cl:12][C:13]1[C:14]2[N:15]([C:19]([CH:23]3[CH2:26][CH:25]([N:5]4[CH2:6][CH2:7][N:2]([CH3:1])[CH2:3][CH2:4]4)[CH2:24]3)=[N:20][C:21]=2[I:22])[CH:16]=[CH:17][N:18]=1 |f:3.4|. Reported procedure: 1-Methyl piperazine (5.75 mL, 0.0514 mol) in 1,2-dichloroethane (1096.7 mL, 13.892 mol) was added to 3-(8-chloro-1-iodo-imidazo[1,5-a]pyrazin-3-yl)-cyclobutanone (17.00 g, 0.04892 mol) and sodium triacetoxyborohydride (21.8 g, 0.0978 mol). The reaction stirred at rt for 3 h. The reaction was concentrated, dissolved in CH2Cl2, and then washed with saturated NaHCO3 solution and brine. The product was dried over sodium sulfate, filtered, and concentrated in vacuo. The product was flushed through a ... Reactants: Clc1cnnc2ccc(Br)cc12, CC(=O)[O-], [K+], CN(C)C=O. The product is Brc1ccc2nnccc2c1. As a reaction SMILES: [Br:6][c:7]1[cH:8][c:9]2[c:10]([Cl:17])[cH:11][n:12][n:13][c:14]2[cH:15][cH:16]1.[CH3:2][C:3](=[O:4])[O-:5].[K+:1].[O:18]=[CH:19][N:20]([CH3:21])[CH3:22]>>[Br:6][c:7]1[cH:8][c:9]2[cH:10][cH:11][n:12][n:13][c:14]2[cH:15][cH:16]1. Starting materials: [OH-].[K+] (potassium hydroxide), N1=CC(=CC=C1)B(CC)CC (3-pyridyldiethyl borane), Tetrakis-(triphenylphosphine)palladium, BrC1=CC(=CC(=C1)Br)Br (1,3,5-tribromobenzene). The reagents and catalysts are [Br-].C(CCC)[N+](CCCC)(CCCC)CCCC (tetra n-butyl ammonium bromide). The solvent is C(C)(=O)OCC (ethyl acetate), O1CCCC1 (tetrahydrofuran). Run at time 5 minute. Yields the product BrC=1C=C(C=C(C1)Br)C=1C=NC=CC1 (3-(3',5'-dibromophenyl)pyridine). Reaction SMILES: Br[C:2]1[CH:7]=[C:6]([Br:8])[CH:5]=[C:4]([Br:9])[CH:3]=1.[OH-].[K+].[N:12]1[CH:17]=[CH:16][CH:15]=[C:14](B(CC)CC)[CH:13]=1>O1CCCC1.[Br-].C([N+](CCCC)(CCCC)CCCC)CCC.C(OCC)(=O)C>[Br:9][C:4]1[CH:3]=[C:2]([C:14]2[CH:13]=[N:12][CH:17]=[CH:16][CH:15]=2)[CH:7]=[C:6]([Br:8])[CH:5]=1 |f:1.2,5.6|. Procedure details: Tetrakis-(triphenylphosphine)palladium (915 mG; 0.75 mM) was added to a stirred solution of 1,3,5-tribromobenzene (6.3 G; 20 mM) in 75 mL of anhydrous tetrahydrofuran under nitrogen at R.T. After stirring 5 mins., tetra n-butyl ammonium bromide (483 mG; 1.5 mM), followed by powdered potassium hydroxide (2.52 G, 45 mM) and 3-pyridyldiethyl borane (2.2 G; 15 mM) were added in that order. The resulting reaction mixture was heated to reflux 2 hrs., cooled, diluted with 100 mL of ethyl acetate, washe... Reactants: O=C1c2ccccc2C2(C=CNCC2)N1Cc1ccccc1, CCO, O=C[O-], [NH4+]. Product: O=C1c2ccccc2C2(CCNCC2)N1Cc1ccccc1. As a reaction SMILES: [CH2:1]([c:2]1[cH:3][cH:4][cH:5][cH:6][cH:7]1)[N:8]1[C:9]2([c:10]3[cH:11][cH:12][cH:13][cH:14][c:15]3[C:16]1=[O:17])[CH2:18][CH2:19][NH:20][CH:21]=[CH:22]2.[CH3:27][CH2:28][OH:29].[CH:23]([O-:24])=[O:25].[NH4+:26]>>[CH2:1]([c:2]1[cH:3][cH:4][cH:5][cH:6][cH:7]1)[N:8]1[C:9]2([c:10]3[cH:11][cH:12][cH:13][cH:14][c:15]3[C:16]1=[O:17])[CH2:18][CH2:19][NH:20][CH2:21][CH2:22]2. Starting materials: CO, [Li+], CC(=O)OCc1c(-c2cc(Nc3ccc(C(C)(C)N)cn3)c(=O)n(C)c2)cccc1-n1ncc2cc(C(C)(C)C)cc(F)c2c1=O, C1COCCO1, [OH-], O. Product: Cn1cc(-c2cccc(-n3ncc4cc(C(C)(C)C)cc(F)c4c3=O)c2CO)cc(Nc2ccc(C(C)(C)N)cn2)c1=O. RXN SMILES: [CH3:50][OH:51].[Li+:49].[NH2:1][C:2]([CH3:3])([CH3:4])[c:5]1[cH:6][cH:7][c:8]([NH:11][c:12]2[cH:13][c:14](-[c:20]3[c:21]([CH2:22][O:23][C:24](=[O:25])[CH3:26])[c:27](-[n:31]4[c:32](=[O:46])[c:33]5[c:34]([F:45])[cH:35][c:36]([C:41]([CH3:42])([CH3:43])[CH3:44])[cH:37][c:38]5[cH:39][n:40]4)[cH:28][cH:29][cH:30]3)[cH:15][n:16]([CH3:19])[c:17]2=[O:18])[n:9][cH:10]1.[O:52]1[CH2:53][CH2:54][O:55][CH2:56][CH2:57]1.[OH-:48].[OH2:47]>>[NH2:1][C:2]([CH3:3])([CH3:4])[c:5]1[cH:6][cH:7][c:8]([NH:11][c:12]2[cH:13][c:14](-[c:20]3[c:21]([CH2:22][OH:23])[c:27](-[n:31]4[c:32](=[O:46])[c:33]5[c:34]([F:45])[cH:35][c:36]([C:41]([CH3:42])([CH3:43])[CH3:44])[cH:37][c:38]5[cH:39][n:40]4)[cH:28][cH:29][cH:30]3)[cH:15][n:16]([CH3:19])[c:17]2=[O:18])[n:9][cH:10]1. Reactants: O=C([O-])[O-], COc1cc(Nc2n[nH]c(C(CCCCCl)c3ccc(F)cc3)n2)cc(F)c1-n1cnc(Cl)c1, [I-], [K+], [K+], [K+], CN(C)C=O. Yields the product COc1cc(Nc2nc3n(n2)CCCCC3c2ccc(F)cc2)cc(F)c1-n1cnc(Cl)c1. RXN SMILES: [C:35](=[O:36])([O-:37])[O-:38].[Cl:1][CH2:2][CH2:3][CH2:4][CH2:5][CH:6]([c:7]1[cH:8][cH:9][c:10]([F:13])[cH:11][cH:12]1)[c:14]1[n:15][c:16]([NH:19][c:20]2[cH:21][c:22]([F:34])[c:23](-[n:28]3[cH:29][n:30][c:31]([Cl:33])[cH:32]3)[c:24]([O:26][CH3:27])[cH:25]2)[n:17][nH:18]1.[I-:42].[K+:39].[K+:40].[K+:41].[O:43]=[CH:44][N:45]([CH3:46])[CH3:47]>>[CH2:2]1[CH2:3][CH2:4][CH2:5][CH:6]([c:7]2[cH:8][cH:9][c:10]([F:13])[cH:11][cH:12]2)[c:14]2[n:15][c:16]([NH:19][c:20]3[cH:21][c:22]([F:34])[c:23](-[n:28]4[cH:29][n:30][c:31]([Cl:33])[cH:32]4)[c:24]([O:26][CH3:27])[cH:25]3)[n:17][n:18]21. Starting materials: CN(C)C (Trimethylamine), CS(=O)(=O)C(C(C(=O)OC)(F)F)(F)F (methyl 3-methylsulfonyltetrafluoropropionate). Solvent: CCOCC (ether). Reaction conditions: time 8 hour. Yields the product CS(=O)(=O)C(C(C(=O)[O-])(F)F)(F)F.C[N+](C)(C)C (Tetramethylammonium 3-Methylsulfonyltetrafluoropropionate). As a reaction SMILES: [CH3:1][N:2]([CH3:4])[CH3:3].[CH3:5][S:6]([C:9]([F:18])([F:17])[C:10]([F:16])([F:15])[C:11]([O:13]C)=[O:12])(=[O:8])=[O:7]>CCOCC>[CH3:5][S:6]([C:9]([F:17])([F:18])[C:10]([F:15])([F:16])[C:11]([O-:13])=[O:12])(=[O:8])=[O:7].[CH3:1][N+:2]([CH3:5])([CH3:4])[CH3:3] |f:3.4|. Reported procedure: Trimethylamine (12.4 g, 0.21 mol) was distilled into a stirred solution of 47.8 g (0.20 mol) of methyl 3-methylsulfonyltetrafluoropropionate in 100 ml of ether. The mixture was stirred overnight, filtered under nitrogen, and the solid dried under vacuum. There was thus obtained 52.1 g (88%) of tetramethylammonium 3-methylsulfonyltetrafluoropropionate, mp 98° to 100°, as deliquescent crystals. NMR (DMSO-d6): 1H 3.40 (t, JHF 2 Hz, 3H, CH3SO2) and 3.17 ppm (s, 12H, (CH3)4N+); 19F-112.3 (t, JFF 3.0 ... The reactants are N1=CC(=CC=C1)\N=C\C(C(=O)OCC)C(=O)OCC (Diethyl [(E)-(pyridin-3-ylimino)methyl]malonate). Run in O(C1=CC=CC=C1)C1=CC=CC=C1 (1,1′-oxydibenzene). Conditions: temperature 250 celsius. Yields the product OC1C(C=NC2=CC=CN=C12)C(=O)OCC (ethyl 4-hydroxy-3,4-dihydro-1,5-naphthyridine-3-carboxylate). Reaction SMILES: [N:1]1[CH:6]=[CH:5][CH:4]=[C:3](/[N:7]=[CH:8]/[CH:9]([C:15]([O:17]CC)=O)[C:10]([O:12][CH2:13][CH3:14])=[O:11])[CH:2]=1>O(C1C=CC=CC=1)C1C=CC=CC=1>[OH:17][CH:15]1[C:2]2[C:3](=[CH:4][CH:5]=[CH:6][N:1]=2)[N:7]=[CH:8][CH:9]1[C:10]([O:12][CH2:13][CH3:14])=[O:11]. Reported procedure: Diethyl [(E)-(pyridin-3-ylimino)methyl]malonate (9 g, 34 mmol) was dissolved in 1,1′-oxydibenzene (150 ml). The mixture was heated at 250° C. for 2 hours, and then cooled to room temperature. The reaction mixture was filtered to give ethyl 4-hydroxy-3,4-dihydro-1,5-naphthyridine-3-carboxylate. Starting materials: CC1(OB(OC1(C)C)C=1C=NNC1)C (4-(4,4,5,5-tetramethyl[1,3,2]dioxaborolan-2-yl)-1H-pyrazole), C(C)(C)(C)OC(=O)N1C[C@H](CC1)OS(=O)(=O)C ((S)-3-methanesulfonyloxy-pyrrolidine-1-carboxylic acid tert-butyl ester), C(=O)([O-])[O-].[Cs+].[Cs+] (Cs2CO3). Solvent: CN(C)C=O (DMF). Product: C(C)(C)(C)OC(=O)N1C[C@@H](CC1)N1N=CC(=C1)B1OC(C(O1)(C)C)(C)C ((R)-3-[4-(4,4,5,5-tetramethyl-1,3,2-dioxaborolan-2-yl)-pyrazol-1-yl]-pyrrolidincarboxylic acid tert-butyl ester). The yield is 33.6%. As a reaction SMILES: [CH3:1][C:2]1([CH3:14])[C:6]([CH3:8])([CH3:7])[O:5][B:4]([C:9]2[CH:10]=[N:11][NH:12][CH:13]=2)[O:3]1.[C:15]([O:19][C:20]([N:22]1[CH2:26][CH2:25][C@H:24](OS(C)(=O)=O)[CH2:23]1)=[O:21])([CH3:18])([CH3:17])[CH3:16].C([O-])([O-])=O.[Cs+].[Cs+]>CN(C=O)C>[C:15]([O:19][C:20]([N:22]1[CH2:26][CH2:25][C@@H:24]([N:12]2[CH:13]=[C:9]([B:4]3[O:5][C:6]([CH3:7])([CH3:8])[C:2]([CH3:14])([CH3:1])[O:3]3)[CH:10]=[N:11]2)[CH2:23]1)=[O:21])([CH3:18])([CH3:16])[CH3:17] |f:2.3.4|. Procedure details: A solution of 4-(4,4,5,5-tetramethyl[1,3,2]dioxaborolan-2-yl)-1H-pyrazole (0.856 g, 4.41 mmol), (S)-3-methanesulfonyloxy-pyrrolidine-1-carboxylic acid tert-butyl ester (1.17 g, 4.41 mmol) and Cs2CO3 (2.16 g, 6.61 mmol) in anhydrous DMF (11.7 mL) was heated to 100° C. for 16 h. The reaction mixture was allowed to cool to rt and was partitioned between EtOAc and H2O and separated. The aqueous was re-extracted with EtOAc (3×) and the combined organic fractions were washed with H2O (3×), brine (2×),...